From a dataset of the Open Reaction Database (ORD), a public repository of structured organic reaction records. describe an organic reaction: reactants, conditions, products, and yield Reactants: mixture 85/15, N1C(=NCC1)NN=C(CCC1=CC=C(C=C1)OCC[C@H](NC(=O)OCC1=CC=CC=C1)C(=O)O)C (O-[4-[3-[(4,5-Dihydro-1H-imidazol-2-yl)hydrazono]butyl]-phenyl]-N-[(phenylmethoxy)carbonyl]-homoserine), C(=N)(N)NN.Cl (aminoguanidine hydrochloride). Solvent: C(Cl)Cl.CO.O.CC(=O)O (CH2Cl2 MeOH H2O AcOH). The product is NN=CNN=C(CCC1=CC=C(C=C1)OCC[C@H](NC(=O)OCC1=CC=CC=C1)C(=O)O)C (O-[4-[3-[(Aminoiminomethyl)hydrazono]butyl]phenyl]-N-[(phenylmethoxy)carbonyl]-homoserine). Yield: 91.3%. As a reaction SMILES: [NH:1]1CCN=[C:2]1[NH:6][N:7]=[C:8]([CH3:35])[CH2:9][CH2:10][C:11]1[CH:16]=[CH:15][C:14]([O:17][CH2:18][CH2:19][C@@H:20]([C:32]([OH:34])=[O:33])[NH:21][C:22]([O:24][CH2:25][C:26]2[CH:31]=[CH:30][CH:29]=[CH:28][CH:27]=2)=[O:23])=[CH:13][CH:12]=1.C(NN)(N)=[NH:37].Cl>C(Cl)Cl.CO.O.CC(O)=O>[NH2:37][N:1]=[CH:2][NH:6][N:7]=[C:8]([CH3:35])[CH2:9][CH2:10][C:11]1[CH:16]=[CH:15][C:14]([O:17][CH2:18][CH2:19][C@@H:20]([C:32]([OH:34])=[O:33])[NH:21][C:22]([O:24][CH2:25][C:26]2[CH:27]=[CH:28][CH:29]=[CH:30][CH:31]=2)=[O:23])=[CH:13][CH:12]=1 |f:1.2,3.4.5.6|. Procedure: The operation is carried out as in Example 1 Stages A, B and C but using 440 mg of ketone (obtained in Stage A of Example 1) and 342 mg of aminoguanidine hydrochloride. 380 mg of expected product is obtained after chromatography (eluent CH2Cl2/MeOH/H2O/AcOH 90/10/1/1) in the form of an E/Z mixture 85/15. Reactants: BrC=1C=C(C=CC1)C1C(CN(CC1)C(=O)OCC[Si](C)(C)C)OC(=O)OCC[Si](C)(C)C (2-trimethylsilylethyl (3RS,4RS)-4-(3-bromophenyl)-3-(2-trimethylsilyl-ethoxy-carbonyloxy)-piperidine-1-carboxylate), [F-].C(CCC)[N+](CCCC)(CCCC)CCCC (tetrabutylammonium fluoride). Run in O1CCCC1 (tetrahydrofuran). Run at time 2.5 hour. The product is BrC=1C=C(C=CC1)C1C(CNCC1)O ((3RS,4RS)-4-(3-bromophenyl)-piperidin-3-ol). The yield is 81.4%. As a reaction SMILES: [Br:1][C:2]1[CH:3]=[C:4]([CH:8]2[CH2:13][CH2:12][N:11](C(OCC[Si](C)(C)C)=O)[CH2:10][CH:9]2[O:23]C(OCC[Si](C)(C)C)=O)[CH:5]=[CH:6][CH:7]=1.[F-].C([N+](CCCC)(CCCC)CCCC)CCC>O1CCCC1>[Br:1][C:2]1[CH:3]=[C:4]([CH:8]2[CH2:13][CH2:12][NH:11][CH2:10][CH:9]2[OH:23])[CH:5]=[CH:6][CH:7]=1 |f:1.2|. Reported procedure: A solution of 470 mg (0.863 mmol) of 2-trimethylsilylethyl (3RS,4RS)-4-(3-bromophenyl)-3-(2-trimethylsilyl-ethoxy-carbonyloxy)-piperidine-1-carboxylate in 3 ml of absolute tetrahydrofuran was treated with 2.65 ml (2.91 mmol) of tetrabutylammonium fluoride solution (1.1 M in THF) and stirred at room temperature for 2.5 hours. Subsequently, the mixture was partitioned between methylene chloride and saturated sodium carbonate solution, the organic phase was dried over magnesium sulphate and finally... Starting materials: C(C1=CC=CC=C1)OC(=O)N[C@@H]1[C@@H](CN(CC1)C=1C=C(C=NC1)C(=O)OCC)OC (Ethyl cis(±)-5-(4-{[(benzyloxy)carbonyl]amino}-3-methoxypiperidin-1-yl)pyridine-3-carboxylate). Reagents/catalysts: [C].[Pd] (palladium-carbon). Yields the product N[C@@H]1[C@@H](CN(CC1)C=1C=C(C=NC1)C(=O)OCC)OC (Ethyl cis(±)-5-(4-amino-3-methoxypiperidin-1-yl)pyridine-3-carboxylate). The yield is 46.7%. As a reaction SMILES: C(OC([NH:11][C@H:12]1[CH2:17][CH2:16][N:15]([C:18]2[CH:19]=[C:20]([C:24]([O:26][CH2:27][CH3:28])=[O:25])[CH:21]=[N:22][CH:23]=2)[CH2:14][C@H:13]1[O:29][CH3:30])=O)C1C=CC=CC=1>[C].[Pd]>[NH2:11][C@H:12]1[CH2:17][CH2:16][N:15]([C:18]2[CH:19]=[C:20]([C:24]([O:26][CH2:27][CH3:28])=[O:25])[CH:21]=[N:22][CH:23]=2)[CH2:14][C@H:13]1[O:29][CH3:30] |f:1.2|. Procedure: The same operation as in Example (160c) was performed using methyl cis(±)-4-(4-{[(benzyloxy)carbonyl]amino}-3-methoxypiperidin-1-yl)pyridine-2-carboxylate obtained in Example (162a) (436 mg) and a 10% palladium-carbon catalyst (500 mg), to obtain 137.5 mg of the title compound as a colorless oily substance. The resulting compound was used for the next reaction without purification. Starting materials: CC([C@@H](C(=O)N[C@H](C)C1=CC=CC=C1)NC(=O)[C@@H](CC(=O)OC(C)(C)C)CCCC1=CC(=C(C=C1)C1=CC=CC=C1)F)(C)C (tert-butyl (3R)-3-({[(1S)-2,2-dimethyl-1-({[(1R)-1-phenylethyl]amino}carbonyl)propyl]amino}carbonyl)-6-[3-fluoro-(4-phenyl)phenyl]hexanoate), FC(C(=O)O)(F)F (trifluoroacetic acid). The product is CC([C@@H](C(=O)N[C@H](C)C1=CC=CC=C1)NC(=O)[C@@H](CC(=O)OC(C)(C)C)C\C=C\C1=CC(=C(C=C1)C1=CC=CC=C1)F)(C)C (tert-butyl (3R,5E)-3-({[(1S)-2,2-dimethyl-1-({[(1R)-1-phenylethyl]amino}carbonyl)propyl]amino}carbonyl)-6-[3-fluoro-(4-phenyl)phenyl]hex-5-enoate). Yield: 72.4%. As a reaction SMILES: [CH3:1][C:2]([CH3:44])([CH3:43])[C@H:3]([NH:15][C:16]([C@H:18]([CH2:27][CH2:28][CH2:29][C:30]1[CH:35]=[CH:34][C:33]([C:36]2[CH:41]=[CH:40][CH:39]=[CH:38][CH:37]=2)=[C:32]([F:42])[CH:31]=1)[CH2:19][C:20]([O:22][C:23]([CH3:26])([CH3:25])[CH3:24])=[O:21])=[O:17])[C:4]([NH:6][C@@H:7]([C:9]1[CH:14]=[CH:13][CH:12]=[CH:11][CH:10]=1)[CH3:8])=[O:5].FC(F)(F)C(O)=O>>[CH3:43][C:2]([CH3:1])([CH3:44])[C@H:3]([NH:15][C:16]([C@H:18]([CH2:27]/[CH:28]=[CH:29]/[C:30]1[CH:35]=[CH:34][C:33]([C:36]2[CH:41]=[CH:40][CH:39]=[CH:38][CH:37]=2)=[C:32]([F:42])[CH:31]=1)[CH2:19][C:20]([O:22][C:23]([CH3:24])([CH3:25])[CH3:26])=[O:21])=[O:17])[C:4]([NH:6][C@@H:7]([C:9]1[CH:10]=[CH:11][CH:12]=[CH:13][CH:14]=1)[CH3:8])=[O:5]. Procedure details: According to the method of Preparation 1, tert-butyl (3R)-3-({[(1S)-2,2-dimethyl-1-({[(1R)-1-phenylethyl]amino}carbonyl)propyl]amino}carbonyl)-6-[3-fluoro-(4-phenyl)phenyl]hexanoate (650 mg, 1.08 mmol) was treated with trifluoroacetic acid at 20° C. for 4 h to give the title compound (470 mg, 80%). Reactants: CCOC(=O)c1ccc2[nH]c(C)c(C)c2c1, Cc1ccccc1, OCc1ccsc1. Product: CCOC(=O)c1ccc2c(c1)c(C)c(C)n2Cc1ccsc1. RXN SMILES: [CH3:1][c:2]1[nH:3][c:4]2[cH:5][cH:6][c:7]([C:12](=[O:13])[O:14][CH2:15][CH3:16])[cH:8][c:9]2[c:10]1[CH3:11].[CH3:24][c:25]1[cH:26][cH:27][cH:28][cH:29][cH:30]1.[s:17]1[cH:18][c:19]([CH2:22][OH:23])[cH:20][cH:21]1>>[CH3:1][c:2]1[n:3]([CH2:22][c:19]2[cH:18][s:17][cH:21][cH:20]2)[c:4]2[cH:5][cH:6][c:7]([C:12](=[O:13])[O:14][CH2:15][CH3:16])[cH:8][c:9]2[c:10]1[CH3:11]. Starting materials: CO, CCOC(=O)C(Cc1ccc(C(F)(F)F)cc1)C(O)c1ccc(F)cc1, [Na+], [OH-]. Product: O=C(O)C(Cc1ccc(C(F)(F)F)cc1)C(O)c1ccc(F)cc1. RXN SMILES: [CH3:29][OH:30].[F:1][c:2]1[cH:3][cH:4][c:5]([CH:8]([CH:9]([C:10](=[O:11])[O:12][CH2:13][CH3:14])[CH2:15][c:16]2[cH:17][cH:18][c:19]([C:22]([F:23])([F:24])[F:25])[cH:20][cH:21]2)[OH:26])[cH:6][cH:7]1.[Na+:28].[OH-:27]>>[F:1][c:2]1[cH:3][cH:4][c:5]([CH:8]([CH:9]([C:10](=[O:11])[OH:12])[CH2:15][c:16]2[cH:17][cH:18][c:19]([C:22]([F:23])([F:24])[F:25])[cH:20][cH:21]2)[OH:26])[cH:6][cH:7]1. The reactants are C(C)(C)(C)OC(NC(CC1=CC2=CN(N=C2C(=C1)C)COCC[Si](C)(C)C)C=1NC=CN1)=O (tert-Butyl-1-(1H-imidazol-2-yl)-2-(7-methyl-2-[{2-[trimethylsilyl]ethoxy}methyl]-2H-indazol-5-yl)ethylcarbamate), FC1=C(CBr)C=CC=C1 (2-fluorobenzyl bromide), C([O-])([O-])=O.[K+].[K+] (potassium carbonate). The solvent is CN(C=O)C (dimethylformamide). Reaction conditions: time 16 hour. Product: FC1=C(CN2C(=NC=C2)C(CC2=CC3=CN(N=C3C(=C2)C)COCC[Si](C)(C)C)NC(OC(C)(C)C)=O)C=CC=C1 ((±)-tert-Butyl 1-(1-(2-fluorobenzyl)-1H-imidazol-2-yl)-2-(7-methyl-2-((2-(trimethylsilyl)ethoxy)methyl)-2H-indazol-5-yl)ethylcarbamate). Reaction SMILES: [C:1]([O:5][C:6](=[O:33])[NH:7][CH:8]([C:28]1[NH:29][CH:30]=[CH:31][N:32]=1)[CH2:9][C:10]1[CH:18]=[C:17]([CH3:19])[C:16]2[C:12](=[CH:13][N:14]([CH2:20][O:21][CH2:22][CH2:23][Si:24]([CH3:27])([CH3:26])[CH3:25])[N:15]=2)[CH:11]=1)([CH3:4])([CH3:3])[CH3:2].[F:34][C:35]1[CH:42]=[CH:41][CH:40]=[CH:39][C:36]=1[CH2:37]Br.C(=O)([O-])[O-].[K+].[K+]>CN(C)C=O>[F:34][C:35]1[CH:42]=[CH:41][CH:40]=[CH:39][C:36]=1[CH2:37][N:32]1[CH:31]=[CH:30][N:29]=[C:28]1[CH:8]([NH:7][C:6](=[O:33])[O:5][C:1]([CH3:4])([CH3:2])[CH3:3])[CH2:9][C:10]1[CH:18]=[C:17]([CH3:19])[C:16]2[C:12](=[CH:13][N:14]([CH2:20][O:21][CH2:22][CH2:23][Si:24]([CH3:25])([CH3:27])[CH3:26])[N:15]=2)[CH:11]=1 |f:2.3.4|. Procedure: tert-Butyl-1-(1H-imidazol-2-yl)-2-(7-methyl-2-[{2-[trimethylsilyl]ethoxy}methyl]-2H-indazol-5-yl)ethylcarbamate (38.2 mg, 0.081 mmol), 2-fluorobenzyl bromide (11.3 μL, 0.09 mmol, 1.05 equiv), and potassium carbonate (28.0 mg, 0.2 mmol) were combined in dimethylformamide (1.0 mL). After stirring at room temperature for 16 h, the solvents were removed and the residue purified by column chromatography to afford 26.0 mg (56%). Mass spec.: 580.38 (MH)+. Starting materials: [OH-].[Na+] (sodium hydroxide), O=C1NCC(C1C(=O)OCC)C1=CC=CC=C1 (ethyl 2-oxo-4-phenylpyrrolidine-3-carboxylate), Cl (hydrochloric acid). The solvent is CO (methanol). The product is O=C1NCC(C1C(=O)O)C1=CC=CC=C1 (2-oxo-4-phenylpyrrolidine-3-carboxylic acid). RXN SMILES: [OH-].[Na+].[O:3]=[C:4]1[CH:8]([C:9]([O:11]CC)=[O:10])[CH:7]([C:14]2[CH:19]=[CH:18][CH:17]=[CH:16][CH:15]=2)[CH2:6][NH:5]1.Cl>CO>[O:3]=[C:4]1[CH:8]([C:9]([OH:11])=[O:10])[CH:7]([C:14]2[CH:19]=[CH:18][CH:17]=[CH:16][CH:15]=2)[CH2:6][NH:5]1 |f:0.1|. Procedure details: 1 M sodium hydroxide aqueous solution was added at room temperature to a methanol solution of ethyl 2-oxo-4-phenylpyrrolidine-3-carboxylate (Wako Pure Chemical Industries (Wako), Japan) and stirred for 13Hours. The reaction solution was acidified by adding 1 M hydrochloric acid, and the thus precipitated solid was collected by filtration and dried to obtain 2-oxo-4-phenylpyrrolidine-3-carboxylic acid. FP: 206.